From a dataset of the Open Reaction Database (ORD), a public repository of structured organic reaction records. describe an organic reaction: reactants, conditions, products, and yield Starting materials: [N-]=[N+]=[N-].CN(C(N(C)C)=[NH2+])C (tetramethylguanidinium azide), C(C)(=O)NCCSC(C)=O (N,S-Diacetyl β-mercaptoethylamine), CN1CCOCC1 (N-methylmorpholine), C(=O)(Cl)Cl (phosgene). The solvent is ClCCl (dichloromethane), ClCCl (dichloromethane). Reaction conditions: time 15 minute. The product is C(C)(=S)OCCN1N=NN=C1C (2-(5-methyltetrazol-1-yl)ethyl thioacetate). Reaction SMILES: C(N[CH2:5][CH2:6][S:7]C(=O)C)(=O)C.C[N:12]1[CH2:17]CO[CH2:14][CH2:13]1.[C:18](Cl)(Cl)=[O:19].[N-:22]=[N+:23]=[N-:24].CN(C)C(=[NH2+])N(C)C>ClCCl>[C:6]([O:19][CH2:18][CH2:17][N:12]1[C:13]([CH3:14])=[N:24][N:23]=[N:22]1)(=[S:7])[CH3:5] |f:3.4|. Procedure: N,S-Diacetyl β-mercaptoethylamine, (805 mg) in dichloromethane (16 ml) was treated with N-methylmorpholine (3.3 ml). The reaction mixture was cooled to -40° and treated with phosgene (8.7 ml, 12.5% solution in toluene, d. 0.91; 990 mg COCl2). After warming to room temperature tetramethylguanidinium azide (1.0 g) in dichloromethane (10 ml) was added. After stirring for 15 min. the reaction mixture was washed with water (2×20 ml), dried (MgSO4) and evaporated in vacuo. Toluene was added to the res... Reactants: C(C)(C)(C)OC(=O)N[C@H](C(=O)O)CCCC (2(S)-t-butoxycarbonylaminohexanoic acid), C=1C=CC2=C(C1)N=NN2O (HOBT), CCN=C=NCCCN(C)C.Cl (EDC.HCl), C(C)OC(CNCC1=CC=CC=C1)OCC (N-benzyl 2-aminoacetaldehyde diethyl acetal). The solvent is CN(C)C=O (DMF). Product: C(C1=CC=CC=C1)NC([C@@H](CCCC)NC(=O)OC(C)(C)C)=O (N-Benzyl 2(R)-tert-butoxycarbonylaminohexanamide). RXN SMILES: [C:1]([O:5][C:6]([NH:8][C@@H:9]([CH2:13][CH2:14][CH2:15][CH3:16])[C:10]([OH:12])=O)=[O:7])([CH3:4])([CH3:3])[CH3:2].CCN=C=NCCCN(C)C.Cl.C(OC(OCC)C[NH:34][CH2:35][C:36]1[CH:41]=[CH:40][CH:39]=[CH:38][CH:37]=1)C.C1C=CC2N(O)N=NC=2C=1>CN(C=O)C>[CH2:35]([NH:34][C:10](=[O:12])[C@H:9]([NH:8][C:6]([O:5][C:1]([CH3:2])([CH3:3])[CH3:4])=[O:7])[CH2:13][CH2:14][CH2:15][CH3:16])[C:36]1[CH:41]=[CH:40][CH:39]=[CH:38][CH:37]=1 |f:1.2|. Procedure: The title compound was prepared according to the procedure described in Example 1, Step A except using 2(S)-t-butoxycarbonylaminohexanoic acid (1.98 g, 8.57 mmol), EDC.HCl (1.96 g, 10.28 mmol), N-benzyl 2-aminoacetaldehyde diethyl acetal (1.91 g, 8.57 mmol), HOBT (1.15 g, 8.57 mmol) in DMF. The title compound was obtained as a yellow oil. Product: NC=1C(=CC(=C(C1)N1C(C=2C(C1=O)=CC=CC2)=O)F)Cl (N-(5-Amino-4-chloro-2-fluorophenyl)phthalimide). The solvent is O1CCCC1 (tetrahydrofuran). Run at temperature 100 celsius, time 1 hour. Reactants: C(C)(=O)O (acetic acid), O (water), ClC1=CC(=C(C=C1[N+](=O)[O-])N1C(C=2C(C1=O)=CC=CC2)=O)F (N-(4-chloro-2-fluoro-5-nitrophenyl)phthalimide), CN1C(CCC1)=O (N-methylpyrrolidone). Yield: 93.7%. Procedure details: A mixture of 45 g of iron powder, 9 ml of acetic acid, and 36 ml of water was heated at 100° C. for 0.5 hour under stirring for activation. To the mixture was added 150 ml of N-methylpyrrolidone. The external temperature was set at 80° C., and 57.2 g of N-(4-chloro-2-fluoro-5-nitrophenyl)phthalimide was added thereto in small portions under stirring (reaction temperature: 85 to 95° C.). After completion of the addition, the stirring was continued at the same temperature for an additional 1 hour ... The reagents and catalysts are [Fe] (iron). RXN SMILES: C(O)(=O)C.O.CN1CCCC1=O.[Cl:13][C:14]1[C:19]([N+:20]([O-])=O)=[CH:18][C:17]([N:23]2[C:27](=[O:28])[C:26]3=[CH:29][CH:30]=[CH:31][CH:32]=[C:25]3[C:24]2=[O:33])=[C:16]([F:34])[CH:15]=1>[Fe].O1CCCC1>[NH2:20][C:19]1[C:14]([Cl:13])=[CH:15][C:16]([F:34])=[C:17]([N:23]2[C:27](=[O:28])[C:26]3=[CH:29][CH:30]=[CH:31][CH:32]=[C:25]3[C:24]2=[O:33])[CH:18]=1. The reactants are ClCCl, CN1CCOCC1, CN(C)c1ccncc1, O=C(Cl)C(=O)Cl, Nc1ccccc1, Cc1ccc(C(=O)O)cc1C#Cc1cnc2cnccn12, Nc1cc(-n2ccnc2)cc(C(F)(F)F)c1. The product is Cc1ccc(C(=O)Nc2cc(-n3ccnc3)cc(C(F)(F)F)c2)cc1C#Cc1cnc2cnccn12. Reaction SMILES: [CH2:58]([Cl:59])[Cl:60].[CH3:22][N:23]1[CH2:24][CH2:25][O:26][CH2:27][CH2:28]1.[CH3:61][N:62]([c:63]1[cH:64][cH:65][n:66][cH:67][cH:68]1)[CH3:69].[Cl:29][C:30]([C:31]([Cl:32])=[O:33])=[O:34].[NH2:51][c:52]1[cH:53][cH:54][cH:55][cH:56][cH:57]1.[n:1]1[cH:2][c:3]([C:10]#[C:11][c:12]2[cH:13][c:14]([C:15](=[O:16])[OH:17])[cH:18][cH:19][c:20]2[CH3:21])[n:4]2[c:5]1[cH:6][n:7][cH:8][cH:9]2.[n:35]1(-[c:40]2[cH:41][c:42]([NH2:43])[cH:44][c:45]([C:47]([F:48])([F:49])[F:50])[cH:46]2)[cH:36][n:37][cH:38][cH:39]1>>[n:1]1[cH:2][c:3]([C:10]#[C:11][c:12]2[cH:13][c:14]([C:15](=[O:17])[NH:43][c:42]3[cH:41][c:40](-[n:35]4[cH:36][n:37][cH:38][cH:39]4)[cH:46][c:45]([C:47]([F:48])([F:49])[F:50])[cH:44]3)[cH:18][cH:19][c:20]2[CH3:21])[n:4]2[c:5]1[cH:6][n:7][cH:8][cH:9]2. Starting materials: Cc1nc(O)nc(C)c1C, O=P(Cl)(Cl)Cl. Yields the product Cc1nc(Cl)nc(C)c1C. As a reaction SMILES: [OH:1][c:2]1[n:3][c:4]([CH3:10])[c:5]([CH3:9])[c:6]([CH3:8])[n:7]1.[P:11]([Cl:12])([Cl:13])([Cl:14])=[O:15]>>[c:2]1([Cl:13])[n:3][c:4]([CH3:10])[c:5]([CH3:9])[c:6]([CH3:8])[n:7]1. The reactants are amides, ureas, carbamates, BrC=1C=C(C=CC1)C(C)=O (1-(3-bromophenyl)ethanone), N1C(NCC1)=O (2-imidazolidinone). Product: C(C)(=O)C=1C=C(C=CC1)N1C(NCC1)=O (1-(3-Acetylphenyl)-2-imidazolidinone). Yield: 18.0%. RXN SMILES: Br[C:2]1[CH:3]=[C:4]([C:8](=[O:10])[CH3:9])[CH:5]=[CH:6][CH:7]=1.[NH:11]1[CH2:15][CH2:14][NH:13][C:12]1=[O:16]>>[C:8]([C:4]1[CH:3]=[C:2]([N:11]2[CH2:15][CH2:14][NH:13][C:12]2=[O:16])[CH:7]=[CH:6][CH:5]=1)(=[O:10])[CH3:9]. Reported procedure: The title compound was prepared in 18% yield according to the general procedure for the preparation of the amides, ureas and carbamates (Method A) starting from 1-(3-bromophenyl)ethanone and 2-imidazolidinone.